Dataset: the Open Reaction Database (ORD), a public repository of structured organic reaction records. Task: describe an organic reaction: reactants, conditions, products, and yield Reactants: CI, CN(C)C=O, [Cl-], [H-], [H][H], [NH4+], [Na+], O=c1c2[nH]cnc2c2cccnc2n1-c1ccccc1. The product is Cn1cnc2c3cccnc3n(-c3ccccc3)c(=O)c21. Reaction SMILES: [CH3:25][I:26].[CH3:29][N:30]([CH3:31])[CH:32]=[O:33].[Cl-:27].[H-:21].[H:23][H:24].[NH4+:28].[Na+:22].[c:1]1(-[n:7]2[c:8](=[O:20])[c:9]3[c:10]([c:11]4[cH:12][cH:13][cH:14][n:15][c:16]24)[n:17][cH:18][nH:19]3)[cH:2][cH:3][cH:4][cH:5][cH:6]1>>[c:1]1(-[n:7]2[c:8](=[O:20])[c:9]3[c:10]([c:11]4[cH:12][cH:13][cH:14][n:15][c:16]24)[n:17][cH:18][n:19]3[CH3:25])[cH:2][cH:3][cH:4][cH:5][cH:6]1. The reactants are Fc1cccc(Br)c1Cl, CN1CCC(O)c2ccoc2C1. Product: CN1CCC(Oc2cccc(Br)c2Cl)c2ccoc2C1. RXN SMILES: [Br:13][c:14]1[c:15]([Cl:21])[c:16]([F:20])[cH:17][cH:18][cH:19]1.[CH3:1][N:2]1[CH2:3][c:4]2[c:5]([cH:10][cH:11][o:12]2)[CH:6]([OH:9])[CH2:7][CH2:8]1>>[CH3:1][N:2]1[CH2:3][c:4]2[c:5]([cH:10][cH:11][o:12]2)[CH:6]([O:9][c:16]2[c:15]([Cl:21])[c:14]([Br:13])[cH:19][cH:18][cH:17]2)[CH2:7][CH2:8]1. Starting materials: CC(C)(C)OC(=O)N1CCC(n2ncc3c(Cl)ncnc32)CC1, CN(C)C=O, NS(=O)(=O)c1ccc(O)cc1. The product is CC(C)(C)OC(=O)N1CCC(n2ncc3c(Oc4ccc(S(N)(=O)=O)cc4)ncnc32)CC1. As a reaction SMILES: [C:1]([CH3:2])([CH3:3])([CH3:4])[O:5][C:6](=[O:7])[N:8]1[CH2:9][CH2:10][CH:11]([n:14]2[n:15][cH:16][c:17]3[c:18]2[n:19][cH:20][n:21][c:22]3[Cl:23])[CH2:12][CH2:13]1.[CH3:35][N:36]([CH3:37])[CH:38]=[O:39].[OH:24][c:25]1[cH:26][cH:27][c:28]([S:31](=[O:32])(=[O:33])[NH2:34])[cH:29][cH:30]1>>[C:1]([CH3:2])([CH3:3])([CH3:4])[O:5][C:6](=[O:7])[N:8]1[CH2:9][CH2:10][CH:11]([n:14]2[n:15][cH:16][c:17]3[c:18]2[n:19][cH:20][n:21][c:22]3[O:24][c:25]2[cH:26][cH:27][c:28]([S:31](=[O:32])(=[O:33])[NH2:34])[cH:29][cH:30]2)[CH2:12][CH2:13]1. The reactants are OC(CC#N)CCCCC (3-hydroxycaprylonitrile), O1CCCC=C1 (dihydropyran), C1(=CC=C(C=C1)S(=O)(=O)O)C (p-toluenesulfonic acid), hydrate. Solvent: CCOCC (ether). Yields the product NCCC(CCCCC)OC1OCCCC1 (1-Amino-3-(tetrahydro-2H-pyran-2-yloxy)octane). Isolated yield 93.6%. Reaction SMILES: [OH:1][CH:2]([CH2:6][CH2:7][CH2:8][CH2:9][CH3:10])[CH2:3][C:4]#[N:5].[O:11]1[CH:16]=[CH:15][CH2:14][CH2:13][CH2:12]1.C1(C)C=CC(S(O)(=O)=O)=CC=1>CCOCC>[NH2:5][CH2:4][CH2:3][CH:2]([O:1][CH:12]1[CH2:13][CH2:14][CH2:15][CH2:16][O:11]1)[CH2:6][CH2:7][CH2:8][CH2:9][CH3:10]. Procedure: A mixture of 3-hydroxycaprylonitrile (5.2 g., 36.8 millimole), dihydropyran (3.8 g., 45 millimole), and p-toluenesulfonic acid.hydrate (catalytic amount) is stirred at 25° C. for 16 hours, then diluted with ether (100 ml.). The resulting solution is washed with 5% aqueous sodium hydroxide (25 ml.) and water (2×25 ml.), dried over magnesium sulfate, and filtered. Evaporation of the filtrate in vacuo affords the title compound as a pale yellow oil (7.9 g., 95%), pmr (CDCl3) δ0.93 (3H, t), 2.54 (2H...